This data is from the Open Reaction Database (ORD), a public repository of structured organic reaction records. The task is: describe an organic reaction: reactants, conditions, products, and yield The product is C1(=CC=CC=C1)S[C@@H]1CC[C@H](CC1)C1=C(C=C(C=C1)O)O (trans-4-[4-(Phenylsulfanyl)cyclohexyl]-1,3-benzenediol). Reaction SMILES: [C:1]1([SH:7])[CH:6]=[CH:5][CH:4]=[CH:3][CH:2]=1.[F-].[Cs+].CS(O[C@H:15]1[CH2:20][CH2:19][C@@H:18]([C:21]2[CH:26]=[CH:25][C:24]([O:27][Si](C(C)(C)C)(C)C)=[CH:23][C:22]=2[O:35][Si](C(C)(C)C)(C)C)[CH2:17][CH2:16]1)(=O)=O.C(=O)([O-])O.[Na+]>CN(C)C=O>[C:1]1([S:7][C@H:15]2[CH2:16][CH2:17][C@H:18]([C:21]3[CH:26]=[CH:25][C:24]([OH:27])=[CH:23][C:22]=3[OH:35])[CH2:19][CH2:20]2)[CH:6]=[CH:5][CH:4]=[CH:3][CH:2]=1 |f:1.2,4.5|. Procedure: A round bottom flask containing thiophenol (30 μl, 0.29 mmol), cesium fluoride (44 mg, 0.29 mmol) and N,N-dimethylformamide (3 ml) was warmed at 40° C. for 1 hr. To this was added cis-4-(2,4-bis{[tert-butyl(dimethyl)silyl]oxy}phenyl)cyclohexyl methanesulfonate (100 mg, 0.19 mmol) in N,N-dimethylformamide (1 ml) and the reaction mixture stirred at 50° C. for 18 hr. The reaction mixture was poured into saturated aqueous sodium hydrogen carbonate (10 ml) and extracted with ethyl acetate (3×20 ml). ... Reaction conditions: temperature 40 celsius, time 18 hour. Run in CN(C=O)C (N,N-dimethylformamide), CN(C=O)C (N,N-dimethylformamide). The yield is 40.3%. Reactants: C(O)([O-])=O.[Na+] (sodium hydrogen carbonate), C1(=CC=CC=C1)S (thiophenol), [F-].[Cs+] (cesium fluoride), CS(=O)(=O)O[C@@H]1CC[C@@H](CC1)C1=C(C=C(C=C1)O[Si](C)(C)C(C)(C)C)O[Si](C)(C)C(C)(C)C (cis-4-(2,4-bis{[tert-butyl(dimethyl)silyl]oxy}phenyl)cyclohexyl methanesulfonate).